From a dataset of the Open Reaction Database (ORD), a public repository of structured organic reaction records. describe an organic reaction: reactants, conditions, products, and yield The reactants are O=C1CCC(=O)N1Br, CS(=O)(=O)c1ccc(C(CC2CCCC2)C(=O)O)cc1C#N, ClCCl, Nc1ccccn1, c1ccc(P(c2ccccc2)c2ccccc2)cc1. Product: CS(=O)(=O)c1ccc(C(CC2CCCC2)C(=O)Nc2ccccn2)cc1C#N. As a reaction SMILES: [Br:20][N:21]1[C:22](=[O:23])[CH2:24][CH2:25][C:26]1=[O:27].[C:28](#[N:29])[c:30]1[cH:31][c:32]([CH:40]([C:41](=[O:42])[OH:43])[CH2:44][CH:45]2[CH2:46][CH2:47][CH2:48][CH2:49]2)[cH:33][cH:34][c:35]1[S:36](=[O:37])(=[O:38])[CH3:39].[CH2:57]([Cl:58])[Cl:59].[NH2:50][c:51]1[n:52][cH:53][cH:54][cH:55][cH:56]1.[c:1]1([P:2]([c:3]2[cH:4][cH:5][cH:6][cH:7][cH:8]2)[c:9]2[cH:10][cH:11][cH:12][cH:13][cH:14]2)[cH:15][cH:16][cH:17][cH:18][cH:19]1>>[C:28](#[N:29])[c:30]1[cH:31][c:32]([CH:40]([C:41](=[O:42])[NH:50][c:51]2[n:52][cH:53][cH:54][cH:55][cH:56]2)[CH2:44][CH:45]2[CH2:46][CH2:47][CH2:48][CH2:49]2)[cH:33][cH:34][c:35]1[S:36](=[O:37])(=[O:38])[CH3:39]. Reactants: p-menth-1-en-8-acetoxy-7, CC(=C)[C@H]1CCC(=CC1)CO (perillyl alcohol), CC1(C2CCC3(C1C2)CO3)C (beta pinene oxide), CC(=C)[C@H]1CCC(=CC1)CO (perillyl alcohol), CC(=C)C1CCC(=CC1)COC(=O)C (perillyl acetate), CC1(C2CCC3(C1C2)CO3)C (beta pinene oxide). The product is C1(CCC(=CC1)C(C)(C)O)CO (p-menthene-7,8-diol). As a reaction SMILES: [CH3:1][C:2]([C@@H:4]1[CH2:9][CH:8]=[C:7]([CH2:10][OH:11])[CH2:6][CH2:5]1)=[CH2:3].CC(C1CC=C(C[O:22]C(C)=O)CC1)=C.CC1(C)C2CC1CCC12OC1>>[CH:7]1([CH2:10][OH:11])[CH2:6][CH:5]=[C:4]([C:2]([OH:22])([CH3:1])[CH3:3])[CH2:9][CH2:8]1. Procedure: The applicant's first preferred method of preparing perillyl alcohol from pure beta pinene oxide is to react pure beta pinene oxide with anhydrous sodium acetate and glacial acetic acid to produce p-menth-1-en-8-acetoxy-7-ol (C), after which the p-menth-1-en-8-acetoxy-7-ol is pyrolyzed to perillyl alcohol in a yield of approximately fifty percent (50%). This represents a facile two step procedure using inexpensive, safe reagents. The applicant's second preferred method of producing perillyl acet... Starting materials: COC1=C(C=C2CCC(C2=C1)=O)N1CCOCC1 (6-methoxy-5-morpholino-2,3-dihydro-1H-inden-1-one), ClC=1C=CC(=C(C=O)C1)C(F)(F)F (5-chloro-2-(trifluoromethyl)benzaldehyde), CC=1C=CC(=CC1)S(=O)(=O)O (PTSA). Solvent: C1(=CC=CC=C1)C (toluene), C(C)(=O)OCC (ethyl acetate). Run at temperature 120 celsius, time 6 hour. Yields the product ClC=1C=CC(=C(\C=C/2\C(C3=CC(=C(C=C3C2)N2CCOCC2)OC)=O)C1)C(F)(F)F ((E)-2-(5-chloro-2-(trifluoromethyl)benzylidene)-6-methoxy-5-morpholino-2,3-dihydro-1H-inden-1-one). Reaction SMILES: [CH3:1][O:2][C:3]1[CH:11]=[C:10]2[C:6]([CH2:7][CH2:8][C:9]2=[O:12])=[CH:5][C:4]=1[N:13]1[CH2:18][CH2:17][O:16][CH2:15][CH2:14]1.[Cl:19][C:20]1[CH:21]=[CH:22][C:23]([C:28]([F:31])([F:30])[F:29])=[C:24]([CH:27]=1)[CH:25]=O.CC1C=CC(S(O)(=O)=O)=CC=1>C1(C)C=CC=CC=1.C(OCC)(=O)C>[Cl:19][C:20]1[CH:21]=[CH:22][C:23]([C:28]([F:29])([F:30])[F:31])=[C:24]([CH:27]=1)/[CH:25]=[C:8]1/[C:9](=[O:12])[C:10]2[C:6]([CH2:7]/1)=[CH:5][C:4]([N:13]1[CH2:14][CH2:15][O:16][CH2:17][CH2:18]1)=[C:3]([O:2][CH3:1])[CH:11]=2. Procedure: To a solution of 13 (100 mg, 0404 mmol) in toluene 5 mL was added 5-chloro-2-(trifluoromethyl)benzaldehyde 51 (84.4 mg, 0.404 mmol) and PTSA (153.9 mg, 0.809 mmol). The reaction was stirred at 120° C. for 6 h. The reaction mixture was diluted with ethyl acetate and washed with water (3×25 mL). The organic layer was dried over sodium sulphate and concentrated to get the crude compound 52. The crude 52 was purified through flash chromatography by using 100-200 mesh silica gel. The compound (E)-2-(... Reactants: Cc1cc(C2CC(C)(C)CC(C)(C)C2(O)C#C[Si](C)(C)C)ccc1F, CC#N, O. The product is Cc1cc(C2=C(C#C[Si](C)(C)C)C(C)(C)CC(C)(C)C2)ccc1F. As a reaction SMILES: [CH3:1][Si:2]([CH3:3])([CH3:4])[C:5]#[C:6][C:7]1([OH:25])[CH:8]([c:17]2[cH:18][c:19]([CH3:24])[c:20]([F:23])[cH:21][cH:22]2)[CH2:9][C:10]([CH3:15])([CH3:16])[CH2:11][C:12]1([CH3:13])[CH3:14].[CH3:26][C:27]#[N:28].[OH2:29]>>[CH3:1][Si:2]([CH3:3])([CH3:4])[C:5]#[C:6][C:7]1=[C:8]([c:17]2[cH:18][c:19]([CH3:24])[c:20]([F:23])[cH:21][cH:22]2)[CH2:9][C:10]([CH3:15])([CH3:16])[CH2:11][C:12]1([CH3:13])[CH3:14]. Reactants: CS(=O)(=O)C1=CC=C(C=C1)N1N=CC(=C1)CO ([1-(4-methanesulfonyl-phenyl)-1H-pyrazol-4-yl]-methanol), C1(=CC=CC=C1)P(=O)(C1=CC=CC=C1)N=[N+]=[N-] (diphenylphosphoryl azide), N12CCCCCC2=NCCC1 (1,8-diazabicyclo[5.4.0]undec-7-ene). Solvent: C1CCOC1 (THF). Conditions: time 8 hour. Yields the product N(=[N+]=[N-])CC=1C=NN(C1)C1=CC=C(C=C1)S(=O)(=O)C (4-azidomethyl-1-(4-methanesulfonyl-phenyl)-1H-pyrazole). Yield: 96.2%. As a reaction SMILES: [CH3:1][S:2]([C:5]1[CH:10]=[CH:9][C:8]([N:11]2[CH:15]=[C:14]([CH2:16]O)[CH:13]=[N:12]2)=[CH:7][CH:6]=1)(=[O:4])=[O:3].C1(P([N:32]=[N+:33]=[N-:34])(C2C=CC=CC=2)=O)C=CC=CC=1.N12CCCN=C1CCCCC2>C1COCC1>[N:32]([CH2:16][C:14]1[CH:13]=[N:12][N:11]([C:8]2[CH:9]=[CH:10][C:5]([S:2]([CH3:1])(=[O:4])=[O:3])=[CH:6][CH:7]=2)[CH:15]=1)=[N+:33]=[N-:34]. Procedure details: To a solution of [1-(4-methanesulfonyl-phenyl)-1H-pyrazol-4-yl]-methanol (1.80 g, 7.12 mmol, 1.00 equiv) and diphenylphosphoryl azide (2.35 g, 8.54 mmol, 1.2 equiv) in THF (15 mL) at rt was added 1,8-diazabicyclo[5.4.0]undec-7-ene (1.3 g, 8.54 mmol, 1.2 equiv). The resulting solution was stirred overnight, concentrated and chromatographically purified (15% ethyl acetate in hexanes) to give 4-azidomethyl-1-(4-methanesulfonyl-phenyl)-1H-pyrazole (1.90 g, 97%). LCMS: (MH)+=278.0 (1.45 min).